Dataset: the Open Reaction Database (ORD), a public repository of structured organic reaction records. Task: describe an organic reaction: reactants, conditions, products, and yield Reactants: O.NN (Hydrazine monohydrate), ClC1=CC=C(C(=O)CC(=O)OC)C=C1 (methyl 4-chlorobenzoylacetate). The solvent is C(C)O (ethanol). Run at time 2 day. Product: ClC1=CC=C(C=C1)C1=CC(=NN1)O (5-(4-chlorophenyl)-3-hydroxypyrazole). The yield is 69.2%. As a reaction SMILES: O.[NH2:2][NH2:3].[Cl:4][C:5]1[CH:17]=[CH:16][C:8]([C:9]([CH2:11][C:12](OC)=[O:13])=O)=[CH:7][CH:6]=1>C(O)C>[Cl:4][C:5]1[CH:17]=[CH:16][C:8]([C:9]2[NH:3][N:2]=[C:12]([OH:13])[CH:11]=2)=[CH:7][CH:6]=1 |f:0.1|. Reported procedure: Hydrazine monohydrate (0.80 g, 20 mmol) was added to a solution of methyl 4-chlorobenzoylacetate (3.19 g, 15.0 mmol) in ethanol (40 ml) at 0° C., and the mixture was stirred at room temperature for 2 days. After completion of the reaction, a precipitated solid was filtered and washed with diethyl ether, to give a white solid of 5-(4-chlorophenyl)-3-hydroxypyrazole (2.02 g, yield: 55.1%). mp: 240-241° C.; 1H-NMR (DMSO-d6, DMSO, ppm): δ 5.92 (s, 1H), 7.47 (d, J=8.5 Hz, 2H), 7.70 (d, J=8.5 Hz, 2H),...